Dataset: the Open Reaction Database (ORD), a public repository of structured organic reaction records. Task: describe an organic reaction: reactants, conditions, products, and yield The reactants are Cl (HCl), [H-].[Na+] (sodium hydride), OC(C)C=1C=C(SC1SC1=CC=C(C=C1)OC)S(=O)(=O)N (4-(1-hydroxyethyl)-5-(4-methoxyphenylthio)thiophene-2-sulfonamide), C(C)S (Ethanethiol), [H-].[Na+] (NaH), oil. Run in CN(C)C=O (DMF). Product: OC(C)C=1C=C(SC1SC1=CC=C(C=C1)O)S(=O)(=O)N (4-(1-Hydroxyethyl)-5-(4-hydroxyphenylthio)thiophene-2-sulfonamide). The yield is 61.0%. As a reaction SMILES: C(S)C.[H-].[Na+].[OH:6][CH:7]([C:9]1[CH:10]=[C:11]([S:23]([NH2:26])(=[O:25])=[O:24])[S:12][C:13]=1[S:14][C:15]1[CH:20]=[CH:19][C:18]([O:21]C)=[CH:17][CH:16]=1)[CH3:8].Cl>CN(C=O)C>[OH:6][CH:7]([C:9]1[CH:10]=[C:11]([S:23]([NH2:26])(=[O:25])=[O:24])[S:12][C:13]=1[S:14][C:15]1[CH:16]=[CH:17][C:18]([OH:21])=[CH:19][CH:20]=1)[CH3:8] |f:1.2|. Procedure: Ethanethiol (2.1 ml, 0.028 mol) was added dropwise over 10 minutes to a stirred suspension of 60% NaH in mineral oil (1.28 g, 0.032 mol) in DMF (30 ml) at ice bath temperature under nitrogen. After the sodium hydride had reacted, 4-(1-hydroxyethyl)-5-(4-methoxyphenylthio)thiophene-2-sulfonamide (1.0 g, 0.0029 mol) was added and the solution was stirred at steam bath temperature over night. The mixture was cooled in ice and acidified with 3N HCl (20 ml). The mixture was extracted with ethyl aceta... Starting materials: CC(C)(C)[Si](OCCCNCc1ccccc1[N+](=O)[O-])(c1ccccc1)c1ccccc1, CCO, [Cl-], [NH4+], O, [Zn]. Product: CC(C)(C)[Si](OCCCNCc1ccccc1N)(c1ccccc1)c1ccccc1. Reaction SMILES: [C:1]([CH3:2])([CH3:3])([CH3:4])[Si:5]([O:6][CH2:7][CH2:8][CH2:9][NH:10][CH2:11][c:12]1[c:13]([N+:18]([O-:19])=[O:20])[cH:14][cH:15][cH:16][cH:17]1)([c:21]1[cH:22][cH:23][cH:24][cH:25][cH:26]1)[c:27]1[cH:28][cH:29][cH:30][cH:31][cH:32]1.[CH3:35][CH2:36][OH:37].[Cl-:33].[NH4+:34].[OH2:38].[Zn:39]>>[C:1]([CH3:2])([CH3:3])([CH3:4])[Si:5]([O:6][CH2:7][CH2:8][CH2:9][NH:10][CH2:11][c:12]1[c:13]([NH2:18])[cH:14][cH:15][cH:16][cH:17]1)([c:21]1[cH:22][cH:23][cH:24][cH:25][cH:26]1)[c:27]1[cH:28][cH:29][cH:30][cH:31][cH:32]1. Starting materials: C(#N)C1=CC=C(S1)C(=O)N (5-cyano-2-thiophenecarboxamide), ClCC(=O)CCl (1,3-dichloroacetone). The product is ClCC=1N=C(OC1)C=1SC(=CC1)C#N (4-chloromethyl-2-(5-cyano-2-thienyl)oxazole). The yield is 22.0%. RXN SMILES: [C:1]([C:3]1[S:7][C:6]([C:8]([NH2:10])=[O:9])=[CH:5][CH:4]=1)#[N:2].[Cl:11][CH2:12][C:13]([CH2:15]Cl)=O>>[Cl:11][CH2:12][C:13]1[N:10]=[C:8]([C:6]2[S:7][C:3]([C:1]#[N:2])=[CH:4][CH:5]=2)[O:9][CH:15]=1. Reported procedure: In substantially the same manner as in Reference Example 47, 5-cyano-2-thiophenecarboxamide was reacted with 1,3-dichloroacetone to obtain 4-chloromethyl-2-(5-cyano-2-thienyl)oxazole. The yield was 22%. Recrystallization from ethyl acetate-hexane gave colorless prisms, mp 146-147° C. Reactants: ClC=1C=C(C=C(C1OCCCOC(C1=CC=CC=C1)=O)Cl)OCC1=CC=CC=C1 (3,5-dichloro-4-(3-benzoyloxypropyloxy)-1-(benzyloxy)benzene), [OH-].[K+] (potassium hydroxide), crude product. The solvent is CO (methanol). Conditions: time 24 hour. Product: ClC1=C(OCCCO)C(=CC(=C1)OCC1=CC=CC=C1)Cl (3-(2,6-dichloro-4-(benzyloxy)phenoxy)-1-propyl alcohol). Yield: 90.0%. As a reaction SMILES: [Cl:1][C:2]1[CH:3]=[C:4]([O:22][CH2:23][C:24]2[CH:29]=[CH:28][CH:27]=[CH:26][CH:25]=2)[CH:5]=[C:6]([Cl:21])[C:7]=1[O:8][CH2:9][CH2:10][CH2:11][O:12]C(=O)C1C=CC=CC=1.[OH-].[K+]>CO>[Cl:1][C:2]1[CH:3]=[C:4]([O:22][CH2:23][C:24]2[CH:29]=[CH:28][CH:27]=[CH:26][CH:25]=2)[CH:5]=[C:6]([Cl:21])[C:7]=1[O:8][CH2:9][CH2:10][CH2:11][OH:12] |f:1.2|. Procedure: A reaction vessel was charged with 3.75 g of 3,5-dichloro-4-(3-benzoyloxypropyloxy)-1-(benzyloxy)benzene, 5.0 g of 10% aqueous potassium hydroxide solution and 50 ml of methanol. After stirring at room temperature for 24 hours, the reaction mixture was concentrated. The concentrate was poured into water, and extracted twice with 150 m of diethyl ether. The combined ether layer was washed with water, dried with anhydrous magnesium sulfate, and concentrated to obtain a crude product. The crude pro...